Dataset: the Open Reaction Database (ORD), a public repository of structured organic reaction records. Task: describe an organic reaction: reactants, conditions, products, and yield Starting materials: CNCC(C)N1C2=CC=CC=C2SC=2C=CC(=CC12)C#N (10-[(2RS)-1-methylamino-2-propyl]-2-phenothiazinecarbonitrile), C(O)([O-])=O.[Na+] (sodium hydrogen carbonate), BrCCO (2-bromoethanol). The solvent is CN(C=O)C (dimethylformamide). Product: CN(CCO)CC(C)N1C2=CC=CC=C2SC=2C=CC(=CC12)C#N (10-{(2RS)-1-[N-methyl-N-(2-hydroxyethyl)amino]-2-propyl}-2-phenothiazinecarbonitrile). Reaction SMILES: [CH3:1][NH:2][CH2:3][CH:4]([N:6]1[C:19]2[CH:18]=[C:17]([C:20]#[N:21])[CH:16]=[CH:15][C:14]=2[S:13][C:12]2[C:7]1=[CH:8][CH:9]=[CH:10][CH:11]=2)[CH3:5].C(=O)([O-])O.[Na+].Br[CH2:28][CH2:29][OH:30]>CN(C)C=O>[CH3:1][N:2]([CH2:3][CH:4]([N:6]1[C:19]2[CH:18]=[C:17]([C:20]#[N:21])[CH:16]=[CH:15][C:14]=2[S:13][C:12]2[C:7]1=[CH:8][CH:9]=[CH:10][CH:11]=2)[CH3:5])[CH2:28][CH2:29][OH:30] |f:1.2|. Procedure details: A suspension of 10-[(2RS)-1-methylamino-2-propyl]-2-phenothiazinecarbonitrile (3.7 g), sodium hydrogen carbonate (1.6 g) and 2-bromoethanol (0.9 cc) in dimethylformamide (60 c ) is heated under reflux for 6 hours 15 minutes. After cooling, the mixture is concentrated to dryness under reduced pressure (5 mm Hg; 0.68 kPa) at 40° C. The residue is taken up with ethyl acetate (100 cc), washed successively with distilled water (2×50 cc) and with saturated aqueous sodium chloride solution (50 cc), dri... Reactants: CCC1CC2CC1C(=O)O2, C1COCCO1, C[Al](C)C, Cl, Cc1ccc(S(=O)(=O)n2ccc3nc(NN)cnc32)cc1. Yields the product CCC1CC(O)CC1C(=O)NNc1cnc2c(ccn2S(=O)(=O)c2ccc(C)cc2)n1. Reaction SMILES: [CH2:1]([CH3:2])[CH:3]1[CH:4]2[C:5](=[O:10])[O:6][CH:7]([CH2:8]1)[CH2:9]2.[CH2:37]1[O:38][CH2:39][CH2:40][O:41][CH2:42]1.[CH3:32][Al:33]([CH3:34])[CH3:35].[ClH:36].[NH:11]([NH2:12])[c:13]1[n:14][c:15]2[c:16]([n:17][cH:18]1)[n:19]([S:22](=[O:23])(=[O:24])[c:25]1[cH:26][cH:27][c:28]([CH3:29])[cH:30][cH:31]1)[cH:20][cH:21]2>>[CH2:1]([CH3:2])[CH:3]1[CH:4]([C:5](=[O:10])[NH:12][NH:11][c:13]2[n:14][c:15]3[c:16]([n:17][cH:18]2)[n:19]([S:22](=[O:23])(=[O:24])[c:25]2[cH:26][cH:27][c:28]([CH3:29])[cH:30][cH:31]2)[cH:20][cH:21]3)[CH2:9][CH:7]([OH:6])[CH2:8]1. Starting materials: CC(C)(C)[O-], FC(F)Cl, [K+], C1CCOC1, O, COC(=O)C1c2ccccc2Oc2ccccc21. Product: COC(=O)C1(C(F)F)c2ccccc2Oc2ccccc21. Reaction SMILES: [CH3:19][C:20]([CH3:21])([O-:22])[CH3:23].[F:25][CH:26]([Cl:27])[F:28].[K+:24].[O:29]1[CH2:30][CH2:31][CH2:32][CH2:33]1.[OH2:34].[cH:1]1[cH:2][cH:3][cH:4][c:5]2[c:14]1[CH:13]([C:15](=[O:16])[O:17][CH3:18])[c:12]1[c:7]([cH:8][cH:9][cH:10][cH:11]1)[O:6]2>>[cH:1]1[cH:2][cH:3][cH:4][c:5]2[c:14]1[C:13]([C:15](=[O:16])[O:17][CH3:18])([CH:26]([F:25])[F:28])[c:12]1[c:7]([cH:8][cH:9][cH:10][cH:11]1)[O:6]2. Reactants: O=S(Cl)Cl, c1ccccc1, O=C(O)c1cc2c[nH]nc2o1. Product: [Cl-], O=C(O)c1cc2c[nH]nc2o1. RXN SMILES: [S:12]([Cl:13])([Cl:14])=[O:15].[cH:16]1[cH:17][cH:18][cH:19][cH:20][cH:21]1.[n:1]1[nH:2][cH:3][c:4]2[c:5]1[o:6][c:7]([C:9](=[O:10])[OH:11])[cH:8]2>>[Cl-:14].[n:1]1[nH:2][cH:3][c:4]2[c:5]1[o:6][c:7]([C:9](=[O:10])[OH:11])[cH:8]2.